This data is from the Open Reaction Database (ORD), a public repository of structured organic reaction records. The task is: describe an organic reaction: reactants, conditions, products, and yield The reactants are O (water), C[O-].[Na+] (Sodium methoxide), C12(CCC(CC1)C2)C2=CC=CC2 (norbornylcyclopentadiene), CC(=O)C (Acetone). The solvent is C(C)OCC (diethyl ether), CO (methanol). The product is C12C(CC(CC1)C2)C=2C=CC(C2)=C(C)C (3-(2-norbornyl)-6,6-dimethylfulvene). Reaction SMILES: [CH3:1][O-].[Na+].[C:4]12([C:11]3[CH2:15][CH:14]=[CH:13][CH:12]=3)[CH2:10][CH:7]([CH2:8][CH2:9]1)[CH2:6][CH2:5]2.[CH3:16][C:17](C)=O.O>CO.C(OCC)C>[CH:15]12[CH2:14][CH:13]([CH2:16][CH2:17]1)[CH2:12][CH:11]2[C:4]1[CH:9]=[CH:8][C:7](=[C:6]([CH3:5])[CH3:1])[CH:10]=1 |f:0.1|. Procedure: Sodium methoxide (4.00 g, 74.0 mmol) was added to a solution of norbornylcyclopentadiene (8.00 g, 49.9 mmol) in 50 mL methanol. Acetone (15.8 g, 270 mmol) was added and the reaction stirred for 48 hours when 200 mL water and 100 mL diethyl ether were added. The organic layer was isolated and the aqueous layer was extracted with diethyl ether (4×50 mL). The organic layers were dried over MgSO4, filtered, and rotavapped to provide the crude product as a yellow oil, which was purified by in vacuo d... The reactants are N#Cc1cc(Br)cc([N+](=O)[O-])c1, C1CCOC1, CCO. The product is N#Cc1cc(N)cc(Br)c1. RXN SMILES: [Br:1][c:2]1[cH:3][c:4]([C:5]#[N:6])[cH:7][c:8]([N+:10]([O-:11])=[O:12])[cH:9]1.[CH2:16]1[O:17][CH2:18][CH2:19][CH2:20]1.[CH3:13][CH2:14][OH:15]>>[Br:1][c:2]1[cH:3][c:4]([C:5]#[N:6])[cH:7][c:8]([NH2:10])[cH:9]1. Starting materials: Clc1nc2ccccc2n2ccnc12, NCCO. Yields the product OCCNc1nc2ccccc2n2ccnc12. Reaction SMILES: [Cl:1][c:2]1[c:3]2[n:4]([c:5]3[cH:6][cH:7][cH:8][cH:9][c:10]3[n:11]1)[cH:12][cH:13][n:14]2.[NH2:15][CH2:16][CH2:17][OH:18]>>[c:2]1([NH:15][CH2:16][CH2:17][OH:18])[c:3]2[n:4]([c:5]3[cH:6][cH:7][cH:8][cH:9][c:10]3[n:11]1)[cH:12][cH:13][n:14]2. Reactants: CC(C)(C)OC(=O)N(Cc1ccc(C(F)(F)F)nc1)c1ccc(C=O)c(F)n1, CC(C)[Mg+], [Cl-], [Cl-], [NH4+], C1CCOC1, COc1cnc2c(c1)c(I)cn2S(=O)(=O)c1ccccc1. As a reaction SMILES: [C:27]([CH3:28])([CH3:29])([CH3:30])[O:31][C:32]([N:33]([CH2:34][c:35]1[cH:36][n:37][c:38]([C:41]([F:42])([F:43])[F:44])[cH:39][cH:40]1)[c:45]1[n:46][c:47]([F:53])[c:48]([CH:51]=[O:52])[cH:49][cH:50]1)=[O:54].[CH:23]([Mg+:24])([CH3:25])[CH3:26].[Cl-:22].[Cl-:55].[NH4+:56].[O:57]1[CH2:58][CH2:59][CH2:60][CH2:61]1.[c:1]1([S:7](=[O:8])(=[O:9])[n:10]2[cH:11][c:12]([I:21])[c:13]3[c:14]2[n:15][cH:16][c:17]([O:19][CH3:20])[cH:18]3)[cH:2][cH:3][cH:4][cH:5][cH:6]1>>[c:1]1([S:7](=[O:8])(=[O:9])[n:10]2[cH:11][c:12]([CH:51]([c:48]3[c:47]([F:53])[n:46][c:45]([N:33]([C:32]([O:31][C:27]([CH3:28])([CH3:29])[CH3:30])=[O:54])[CH2:34][c:35]4[cH:36][n:37][c:38]([C:41]([F:42])([F:43])[F:44])[cH:39][cH:40]4)[cH:50][cH:49]3)[OH:52])[c:13]3[c:14]2[n:15][cH:16][c:17]([O:19][CH3:20])[cH:18]3)[cH:2][cH:3][cH:4][cH:5][cH:6]1. The product is COc1cnc2c(c1)c(C(O)c1ccc(N(Cc3ccc(C(F)(F)F)nc3)C(=O)OC(C)(C)C)nc1F)cn2S(=O)(=O)c1ccccc1. Starting materials: 10, COC1=CC=C(C=C1)NNC(N)=S (2-(4-methoxyphenyl)hydrazinecarbothioamide), C(C)(=O)O.C(N)=N (methanimidamide acetate), C(CCC)O (1-butanol), O(C(C)C)C(C)C (2,2'-oxybispropane). The solvent is O (water). Product: COC1=CC=C(C=C1)N1N=C(N=C1)S (1-(4-methoxyphenyl)-1H-1,2,4-triazole-3-thiol). Isolated yield 73.0%. RXN SMILES: [CH3:1][O:2][C:3]1[CH:8]=[CH:7][C:6]([NH:9][NH:10][C:11](=[S:13])[NH2:12])=[CH:5][CH:4]=1.[C:14](O)(=O)C.C(=N)N.C(O)CCC.O(C(C)C)C(C)C>O>[CH3:1][O:2][C:3]1[CH:4]=[CH:5][C:6]([N:9]2[CH:14]=[N:12][C:11]([SH:13])=[N:10]2)=[CH:7][CH:8]=1 |f:1.2|. Reported procedure: A mixture of 10 parts of 2-(4-methoxyphenyl)hydrazinecarbothioamide, 10.6 parts of methanimidamide acetate and 80 parts of 1-butanol is stirred and refluxed for 1 hour. After cooling, water and 2,2'-oxybispropane are added, whereupon the product is precipitated. It is filtered off and dried, yielding 7.6 parts (73%) of 1-(4-methoxyphenyl)-1H-1,2,4-triazole-3-thiol. Starting materials: O=C([O-])[O-], CC#N, COCCCCn1c(C(Cl)(Cl)Cl)nc2ccc(OC)cc21, CC(C)CNC1CC(C(=O)N2CCOCC2)CN(C(=O)OC(C)(C)C)C1, [K+], [K+], O. Product: COCCCCn1c(C(=O)N(CC(C)C)C2CC(C(=O)N3CCOCC3)CN(C(=O)OC(C)(C)C)C2)nc2ccc(OC)cc21. RXN SMILES: [C:48]([O-:49])(=[O:50])[O-:51].[C:55](#[N:56])[CH3:57].[CH3:1][O:2][c:3]1[cH:4][cH:5][c:6]2[c:7]([n:8]([CH2:15][CH2:16][CH2:17][CH2:18][O:19][CH3:20])[c:9]([C:11]([Cl:12])([Cl:13])[Cl:14])[n:10]2)[cH:21]1.[CH3:22][CH:23]([CH2:24][NH:25][CH:26]1[CH2:27][N:28]([C:40](=[O:41])[O:42][C:43]([CH3:44])([CH3:45])[CH3:46])[CH2:29][CH:30]([C:32](=[O:33])[N:34]2[CH2:35][CH2:36][O:37][CH2:38][CH2:39]2)[CH2:31]1)[CH3:47].[K+:52].[K+:53].[OH2:54]>>[CH3:1][O:2][c:3]1[cH:4][cH:5][c:6]2[c:7]([n:8]([CH2:15][CH2:16][CH2:17][CH2:18][O:19][CH3:20])[c:9]([C:11]([N:25]([CH2:24][CH:23]([CH3:22])[CH3:47])[CH:26]3[CH2:27][N:28]([C:40](=[O:41])[O:42][C:43]([CH3:44])([CH3:45])[CH3:46])[CH2:29][CH:30]([C:32](=[O:33])[N:34]4[CH2:35][CH2:36][O:37][CH2:38][CH2:39]4)[CH2:31]3)=[O:49])[n:10]2)[cH:21]1. Starting materials: N[C@@H](CCCNC(N)=N)C(=O)NC1=CC=C([N+](=O)[O-])C=C1 (H-Arg-pNA), Br (HBr), compound 1a, amino acid, C(=O)=O (CO2), CCOCC (ether). Solvent: C(C)(=O)O (acetic acid). Product: C(C1=CC=CC=C1)Br (benzyl bromide), Br (HBr). RXN SMILES: [BrH:1].C(=O)=O.[CH3:5]COCC.N[C@H](C(N[C:22]1[CH:30]=[CH:29][C:25]([N+]([O-])=O)=[CH:24][CH:23]=1)=O)CCCNC(=N)N>C(O)(=O)C>[CH2:5]([Br:1])[C:22]1[CH:23]=[CH:24][CH:25]=[CH:29][CH:30]=1.[BrH:1]. Procedure details: 4.65 g (10 mM) of compound 1a were treated, while stirring, with 40 ml of 2 N HBr in glacial acetic acid for 45 min. at 20° in the absence of moisture. The amino acid derivative dissolved with CO2 evolution. The reaction solution was added dropwise with vigorous stirring to 250 ml of absolute ether which resulted in the precipitation of 2HBr.H-Arg-pNA. The ethereal phase was sucked off, whereupon the solid phase was washed 4 times with portions of 100 ml of abs. ether in order to substantially r... Starting materials: C(C)(=O)Cl (Acetyl chloride), CO (methanol), C1NC(CC2=CC=CC=C12)C(=O)O (1,2,3,4-tetrahydroisoquinoline-3-carboxylic acid). The solvent is CN(C)C=O (DMF). Run at temperature 0 celsius, time 10 minute. The product is COC(=O)C1NCC2=CC=CC=C2C1 (3-Methoxycarbonyl-1,2,3,4-tetrahydroisoquinoline). The yield is 46.6%. RXN SMILES: [C:1](Cl)(=O)C.CO.[CH2:7]1[C:16]2[C:11](=[CH:12][CH:13]=[CH:14][CH:15]=2)[CH2:10][CH:9]([C:17]([OH:19])=[O:18])[NH:8]1>CN(C=O)C>[CH3:1][O:18][C:17]([CH:9]1[CH2:10][C:11]2[C:16](=[CH:15][CH:14]=[CH:13][CH:12]=2)[CH2:7][NH:8]1)=[O:19]. Procedure: Acetyl chloride (0.88 g) was added to methanol (100 ml) with stirring at 0° C. After 10 minutes, 1,2,3,4-tetrahydroisoquinoline-3-carboxylic acid (J. Am. Chem. Soc., 1962, 48, 4487-4494) (2.0 g) was added; the reaction was allowed to warm to room temperature and stirred overnight. DMF (1 ml) was then added and stirring was then continued for a further 24 h. The solvent was removed in vacuo; dichloromethane was added and the solid thus formed was filtered off and partitioned between dichlorometha...